Dataset: the Open Reaction Database (ORD), a public repository of structured organic reaction records. Task: describe an organic reaction: reactants, conditions, products, and yield Reactants: CC(=O)C1=CC=C(C=C1)SC (4-methylthioacetophenone), CC=1C=C(C=O)C=C(C1O)C (3,5-dimethyl-4-hydroxybenzaldehyde). Product: CSC1=CC=C(C=C1)C(C=CC1=CC(=C(C(=C1)C)O)C)=O (1-[4-methylthiophenyl]-3-[3,5-dimethyl-4-hydroxyphenyl]prop-2-en-1-one). RXN SMILES: [CH3:1][C:2]([C:4]1[CH:9]=[CH:8][C:7]([S:10][CH3:11])=[CH:6][CH:5]=1)=[O:3].[CH3:12][C:13]1[CH:14]=[C:15]([CH:18]=[C:19]([CH3:22])[C:20]=1[OH:21])[CH:16]=O>>[CH3:11][S:10][C:7]1[CH:8]=[CH:9][C:4]([C:2](=[O:3])[CH:1]=[CH:16][C:15]2[CH:18]=[C:19]([CH3:22])[C:20]([OH:21])=[C:13]([CH3:12])[CH:14]=2)=[CH:5][CH:6]=1. Reported procedure: This compound was synthesized from 4-methylthioacetophenone and 3,5-dimethyl-4-hydroxybenzaldehyde according to general method 1 described hereinabove. Reaction SMILES: [CH2:1]([CH3:2])[c:3]1[c:4]([C:5](=[O:6])[OH:7])[cH:8][cH:9][n:10][cH:11]1.[S:12]([Cl:13])([Cl:14])=[O:15]>>[CH2:1]([CH3:2])[c:3]1[c:4]([C:5](=[O:6])[OH:7])[cH:8][cH:9][n:10][cH:11]1.[Cl-:14]. Product: CCc1cnccc1C(=O)O, [Cl-]. Starting materials: CCc1cnccc1C(=O)O, O=S(Cl)Cl. Reactants: CI (methyl iodide), [H-].[Al+3].[Li+].[H-].[H-].[H-] (lithium aluminum hydride), [OH-].[K+] (potassium hydroxide), material, [H-].[Al+3].[Li+].[H-].[H-].[H-] (lithium aluminum hydride), [N-]=[N+]=[N-] (azide), C(C1=CC=CC=C1)N1CC2OC2C1 (3-benzyl-6-oxa-3-azabicyclo[3.1.0]hexane), O1CCOCC1 (dioxane). Run in O (water), O (water), O1CCCC1 (tetrahydrofuran), O1CCCC1 (tetrahydrofuran), O (water). Product: N[C@@H]1CN(C[C@H]1OC)CC1=CC=CC=C1 (trans-3-Amino-1-benzyl-4-methoxy-pyrrolidine). As a reaction SMILES: [N-:1]=[N+]=[N-].[CH2:4]([N:11]1[CH2:16]C2C(O2)[CH2:12]1)[C:5]1[CH:10]=[CH:9][CH:8]=[CH:7][CH:6]=1.CI.[H-].[Al+3].[Li+].[H-].[H-].[H-].[OH-].[K+].O1[CH2:32][CH2:31][O:30][CH2:29]C1>O.O1CCCC1>[NH2:1][C@H:32]1[C@H:31]([O:30][CH3:29])[CH2:16][N:11]([CH2:4][C:5]2[CH:10]=[CH:9][CH:8]=[CH:7][CH:6]=2)[CH2:12]1 |f:3.4.5.6.7.8,9.10|. Procedure details: 27 g (0.41 mmol) of sodim azide are dissolved in 50 ml of water, and 17.5 g (0.1 mol) of 3-benzyl-6-oxa-3-azabicyclo[3.1.0]hexane in 300 ml of dioxane are added. The mixture is heated under reflux for 72 hours and concentrated, the inorganic salts are dissolved in water and the mixture is extracted with chloroform. The extract is dried over potassium carbonate and concentrated. The residue is dissolved in 50 ml of absolute tetrahydrofuran and the solution is added dropwise to 4 g of sodium hydri...